This data is from the Open Reaction Database (ORD), a public repository of structured organic reaction records. The task is: describe an organic reaction: reactants, conditions, products, and yield The product is O=C1CCC(CC1)C#N (4-oxo-cyclohexanecarbonitrile). Solvent: CC(=O)C (acetone). Reaction SMILES: O1[C:5]2([CH2:10][CH2:9][CH:8]([C:11]#[N:12])[CH2:7][CH2:6]2)[O:4]CC1.Cl>CC(C)=O>[O:4]=[C:5]1[CH2:10][CH2:9][CH:8]([C:11]#[N:12])[CH2:7][CH2:6]1. Starting materials: O1CCOC12CCC(CC2)C#N (1,4-dioxaspiro[4,5]decane-8-carbonitrile), Cl (hydrochloric acid). Procedure: A solution of 1,4-dioxaspiro[4,5]decane-8-carbonitrile (15.86 g, 94.8 mmol) (prepared according to the procedure in Lucija Peterlin-Masic, Andreja Jurca, Petra Marrinko, Anita Jancar and Danijel Kikelj, Tetrahedron 2002, 58, 1557-1563), in a mixture of aqueous hydrochloric acid (2 N, 60 mL) and acetone (100 mL) was refluxed overnight. The acetone was removed by evaporation. The aqueous phase was extracted with ethyl acetate three times. The combined organic extracts were washed with water one ti... Starting materials: CN(C)C1(c2ccc(Br)cc2)CCC(O)(CCc2ccccc2)CC1, CCOCC, CC(C)OC(C)C, Cl, [Na+], [OH-]. Yields the product CN(C)C1(c2ccc(Br)cc2)CCC(=O)CC1. As a reaction SMILES: [Br:1][c:2]1[cH:3][cH:4][c:5]([C:8]2([N:23]([CH3:24])[CH3:25])[CH2:9][CH2:10][C:11]([OH:14])([CH2:15][CH2:16][c:17]3[cH:18][cH:19][cH:20][cH:21][cH:22]3)[CH2:12][CH2:13]2)[cH:6][cH:7]1.[CH2:26]([O:27][CH2:28][CH3:29])[CH3:30].[CH:34]([O:35][CH:36]([CH3:37])[CH3:38])([CH3:39])[CH3:40].[ClH:31].[Na+:33].[OH-:32]>>[Br:1][c:2]1[cH:3][cH:4][c:5]([C:8]2([N:23]([CH3:24])[CH3:25])[CH2:9][CH2:10][C:11](=[O:14])[CH2:12][CH2:13]2)[cH:6][cH:7]1.